describe an organic reaction: reactants, conditions, products, and yield From a dataset of the Open Reaction Database (ORD), a public repository of structured organic reaction records. Reactants: BrC=1C2=C(SC1)C(=CS2)Br (3,6-dibromothieno[3,2,b]thiophene), C(C)(C)(C)OC(=O)N1C(=NC=C1[Sn](CCCC)(CCCC)CCCC)[C@H]1N(CCC1)C(=O)OC(C)(C)C (2-((S)-1-tert-butoxycarbonyl-pyrrolidin-2-yl)-5-tributylstannanyl-imidazole-1-carboxylic acid tert-butyl ester), C(C)(C)(C)OC(=O)N1[C@@H](CCC1)C=1NC(=CN1)C1=CC2=C(S1)C=C(S2)C2=CC=C(C=C2)C=2NC(=NC2)[C@H]2N(CCC2)C([C@H](C(C)C)NC(=O)OC)=O ((S)-2-{5-[5-(4-{2-[(S)-1-((S)-2-methoxycarbonylamino-3-methyl-butyryl)-pyrrolidin-2-yl]-3H-imidazol-4-yl}-phenyl)-thieno[3,2-b]thiophen-2-yl]-1H-imidazol-2-yl}-pyrrolidine-1-carboxylic acid tert-butyl ester). The product is C(C)(C)(C)OC(=O)N1C(=NC(=C1)C=1C2=C(SC1)C(=CS2)Br)[C@H]2N(CCC2)C(=O)OC(C)(C)C (4-(6-bromo-thieno[3,2-b]thiophen-3-yl)-2-(S)-(1-tert-butoxycarbonyl-pyrrolidin-2-yl)-imidazole-1-carboxylic acid tert-butyl ester). Reaction SMILES: Br[C:2]1[C:3]2[S:9][CH:8]=[C:7]([Br:10])[C:4]=2[S:5][CH:6]=1.[C:11]([O:15][C:16]([N:18]1[C:22]([Sn](CCCC)(CCCC)CCCC)=[CH:21][N:20]=[C:19]1[C@@H:36]1[CH2:40][CH2:39][CH2:38][N:37]1[C:41]([O:43][C:44]([CH3:47])([CH3:46])[CH3:45])=[O:42])=[O:17])([CH3:14])([CH3:13])[CH3:12].C(OC(N1CCC[C@H]1C1NC(C2SC3C=C(C4C=CC(C5NC([C@@H]6CCCN6C(=O)[C@@H](NC(OC)=O)C(C)C)=NC=5)=CC=4)SC=3C=2)=CN=1)=O)(C)(C)C>>[C:11]([O:15][C:16]([N:18]1[CH:22]=[C:21]([C:2]2[C:3]3[S:9][CH:8]=[C:7]([Br:10])[C:4]=3[S:5][CH:6]=2)[N:20]=[C:19]1[C@@H:36]1[CH2:40][CH2:39][CH2:38][N:37]1[C:41]([O:43][C:44]([CH3:47])([CH3:46])[CH3:45])=[O:42])=[O:17])([CH3:14])([CH3:13])[CH3:12]. Reported procedure: Compound 76 was synthesized from 3,6-dibromothieno[3,2,b]thiophene (6.71 mmol) and compound 61 (6.71 mmol), following the procedure as described for compound 63 to give compound 76 as a yellow cristal. MS (ESI, EI+) m/z=554-556 (MH+).